From a dataset of the Open Reaction Database (ORD), a public repository of structured organic reaction records. describe an organic reaction: reactants, conditions, products, and yield Reactants: ClC=1C=C2CCC(C2=CC1)=O (5-chloro-1-indanone), [N+](=O)(O)[O-] (nitric acid). Reaction conditions: temperature -20 celsius, time 45 minute. Product: ClC=1C=C2CCC(C2=CC1[N+](=O)[O-])=O (5-Chloro-6-nitro-1-indanone). As a reaction SMILES: [Cl:1][C:2]1[CH:3]=[C:4]2[C:8](=[CH:9][CH:10]=1)[C:7](=[O:11])[CH2:6][CH2:5]2.[N+:12]([O-])([OH:14])=[O:13]>>[Cl:1][C:2]1[CH:3]=[C:4]2[C:8](=[CH:9][C:10]=1[N+:12]([O-:14])=[O:13])[C:7](=[O:11])[CH2:6][CH2:5]2. Reported procedure: 86.0 g (0.51 mole) of 5-chloro-1-indanone are introduced in portions into 540 ml of fuming nitric acid (d=1.54), cooled to -20° C., so that the temperature of the reaction mixture remains between -10° and -15° C. After the addition has ended, the mixture is subsequently stirred for 45 minutes at -15° to -20° C., the reaction solution is poured onto ice and the precipitate which has separated out is filtered off and washed with water. The crude product of melting point 110°-113° is recrystallized... The reactants are CS(=O)(=O)c1ccc(C2=CCCCCC2)c(C(=O)N2CCN(c3ccc(C(F)(F)F)cc3)CC2)c1, CO. Product: CS(=O)(=O)c1ccc(C2CCCCCC2)c(C(=O)N2CCN(c3ccc(C(F)(F)F)cc3)CC2)c1. Reaction SMILES: [C:1]1([c:8]2[c:9]([C:18](=[O:19])[N:20]3[CH2:21][CH2:22][N:23]([c:26]4[cH:27][cH:28][c:29]([C:32]([F:33])([F:34])[F:35])[cH:30][cH:31]4)[CH2:24][CH2:25]3)[cH:10][c:11]([S:14](=[O:15])(=[O:16])[CH3:17])[cH:12][cH:13]2)=[CH:2][CH2:3][CH2:4][CH2:5][CH2:6][CH2:7]1.[CH3:36][OH:37]>>[CH:1]1([c:8]2[c:9]([C:18](=[O:19])[N:20]3[CH2:21][CH2:22][N:23]([c:26]4[cH:27][cH:28][c:29]([C:32]([F:33])([F:34])[F:35])[cH:30][cH:31]4)[CH2:24][CH2:25]3)[cH:10][c:11]([S:14](=[O:15])(=[O:16])[CH3:17])[cH:12][cH:13]2)[CH2:2][CH2:3][CH2:4][CH2:5][CH2:6][CH2:7]1. Reactants: O(C1=CC=CC=C1)C=1SC(=CN1)C(=O)OCC (ethyl 2-phenoxy-thiazole-5-carboxylate), [H-].[Al+3].[Li+].[H-].[H-].[H-] (lithium aluminum hydride). The solvent is O1CCCC1 (tetrahydrofuran), O1CCCC1 (tetrahydrofuran). Product: O(C1=CC=CC=C1)C=1SC(=CN1)CO ((2-phenoxy-5-thiazolyl)-methanol). The yield is 52.1%. Reaction SMILES: [O:1]([C:8]1[S:9][C:10]([C:13](OCC)=[O:14])=[CH:11][N:12]=1)[C:2]1[CH:7]=[CH:6][CH:5]=[CH:4][CH:3]=1.[H-].[Al+3].[Li+].[H-].[H-].[H-]>O1CCCC1>[O:1]([C:8]1[S:9][C:10]([CH2:13][OH:14])=[CH:11][N:12]=1)[C:2]1[CH:3]=[CH:4][CH:5]=[CH:6][CH:7]=1 |f:1.2.3.4.5.6|. Procedure: A solution of 12 g of the product of Step A in 100 ml of tetrahydrofuran was added dropwise to a mixture of 2.8 g of lithium aluminum hydride in 200 ml of tetrahydrofuran and the mixture was refluxed for 24 hours. Excess hydride was destroyed by addition of ethyl acetate and aqueous 2N hydrochloric acid was added thereto. The mixture was filtered and the aqueous phase was extracted with ether. The combined organic phases were evaporated to dryness to obtain 5.2 g of (2-phenoxy-5-thiazolyl)-metha... The reactants are CCO, FC(F)(F)c1ccc(OC2CCN(CCOC3CCCCO3)CC2)cc1, Cc1ccc(S(=O)(=O)[O-])cc1, c1cc[nH+]cc1. Product: OCCN1CCC(Oc2ccc(C(F)(F)F)cc2)CC1. RXN SMILES: [CH3:44][CH2:45][OH:46].[O:1]1[CH2:2][CH2:3][CH2:4][CH2:5][CH:6]1[O:7][CH2:8][CH2:9][N:10]1[CH2:11][CH2:12][CH:13]([O:16][c:17]2[cH:18][cH:19][c:20]([C:23]([F:24])([F:25])[F:26])[cH:21][cH:22]2)[CH2:14][CH2:15]1.[c:27]1([CH3:28])[cH:29][cH:30][c:31]([S:32]([O-:33])(=[O:34])=[O:35])[cH:36][cH:37]1.[nH+:38]1[cH:39][cH:40][cH:41][cH:42][cH:43]1>>[OH:7][CH2:8][CH2:9][N:10]1[CH2:11][CH2:12][CH:13]([O:16][c:17]2[cH:18][cH:19][c:20]([C:23]([F:24])([F:25])[F:26])[cH:21][cH:22]2)[CH2:14][CH2:15]1. Reactants: ClC1=C(SC=C1)C1=NC(=NO1)C1=CC=C(C=C1)[N+](=O)[O-] (5-(3-chloro-thiophen-2-yl)-3-(4-nitro-phenyl)-[1,2,4]-oxadiazole). The reagents and catalysts are [Pd] (Pd/C). The solvent is C(C)O (ethanol). Conditions: time 6 hour. The product is NC1=CC=C(C=C1)C1=NOC(=N1)C=1SC=CC1Cl (3-(4-Aminophenyl)-5-(3-chloro-thiophen-2-yl)-[1,2,4]-oxadiazole). The yield is 25.0%. Reaction SMILES: [Cl:1][C:2]1[CH:6]=[CH:5][S:4][C:3]=1[C:7]1[O:11][N:10]=[C:9]([C:12]2[CH:17]=[CH:16][C:15]([N+:18]([O-])=O)=[CH:14][CH:13]=2)[N:8]=1>C(O)C.[Pd]>[NH2:18][C:15]1[CH:16]=[CH:17][C:12]([C:9]2[N:8]=[C:7]([C:3]3[S:4][CH:5]=[CH:6][C:2]=3[Cl:1])[O:11][N:10]=2)=[CH:13][CH:14]=1. Procedure: A mixture of 5-(3-chloro-thiophen-2-yl)-3-(4-nitro-phenyl)-[1,2,4]-oxadiazole and Pd/C (30 mg) in ethanol (30 mL) under hydrogen (46 psi) was shaken for 6 h. After filtration, the filtrate was concentrated and applied to small column chromatography (hexane:ethyl acetate, 5:1) to yield 18 mg (25%) of the title compound. 1H NMR (CDCl3): 7.98 (d, J=8.7 Hz, 2H), 7.60 (d, J=5.1 Hz, 1H), 7.14 (d, J=5.1 Hz, 2H), 6.78 (d, J=8.7 Hz, 1H).